From a dataset of the Open Reaction Database (ORD), a public repository of structured organic reaction records. describe an organic reaction: reactants, conditions, products, and yield Starting materials: C1CC2(CCN1)OCCO2, C1CCOC1, O=[N+]([O-])c1ccccc1F. Product: O=[N+]([O-])c1ccccc1N1CCC2(CC1)OCCO2. RXN SMILES: [CH2:11]1[CH2:12][O:13][C:14]2([CH2:15][CH2:16][NH:17][CH2:18][CH2:19]2)[O:20]1.[CH2:21]1[O:22][CH2:23][CH2:24][CH2:25]1.[F:1][c:2]1[c:3]([N+:8](=[O:9])[O-:10])[cH:4][cH:5][cH:6][cH:7]1>>[c:2]1([N:17]2[CH2:16][CH2:15][C:14]3([O:13][CH2:12][CH2:11][O:20]3)[CH2:19][CH2:18]2)[c:3]([N+:8](=[O:9])[O-:10])[cH:4][cH:5][cH:6][cH:7]1. Yields the product ClC=1C=C(C=CC1)N(C(OC(C)(C)C)=O)C(CCC#C)=O (tert-butyl 3-chlorophenyl(pent-4-ynoyl)carbamate). Reaction SMILES: [Cl:1][C:2]1[CH:3]=[C:4]([NH:8][C:9](=[O:14])[CH2:10][CH2:11][C:12]#[CH:13])[CH:5]=[CH:6][CH:7]=1.[O:15](C(OC(C)(C)C)=O)[C:16]([O:18][C:19]([CH3:22])([CH3:21])[CH3:20])=O>>[Cl:1][C:2]1[CH:3]=[C:4]([N:8]([C:9](=[O:14])[CH2:10][CH2:11][C:12]#[CH:13])[C:16](=[O:15])[O:18][C:19]([CH3:22])([CH3:21])[CH3:20])[CH:5]=[CH:6][CH:7]=1. Starting materials: ClC=1C=C(C=CC1)NC(CCC#C)=O (N-(3-chlorophenyl)pent-4-ynamide), O(C(=O)OC(C)(C)C)C(=O)OC(C)(C)C ((BOC)2O). Isolated yield 88.4%. Reported procedure: The title compound was prepared in accordance with the general method of Example 34(B), from N-(3-chlorophenyl)pent-4-ynamide (630 mg, 3.03 mmol) and (BOC)2O (795 mg, 3.64 mmol). The crude residue was purified over silicagel chromatography (prepacked 25 g silicagel column 100% DCM as eluent) to afford 824 mg of tert-butyl 3-chlorophenyl(pent-4-ynoyl)carbamate as a colorless oil (Yield: 88%).